Dataset: the Open Reaction Database (ORD), a public repository of structured organic reaction records. Task: describe an organic reaction: reactants, conditions, products, and yield Reaction SMILES: [C:15]([CH3:16])([CH3:17])([CH3:18])[CH:19]1[CH2:20][CH2:21][C:22](=[O:25])[CH2:23][CH2:24]1.[CH3:1][c:2]1[n:3][c:4]([NH:9][CH2:10][CH:11]([CH2:12][OH:13])[OH:14])[n:5][c:6]([CH3:8])[cH:7]1.[c:26]1([CH3:27])[cH:28][cH:29][c:30]([S:31]([OH:32])(=[O:33])=[O:34])[cH:35][cH:36]1.[cH:37]1[cH:38][cH:39][cH:40][cH:41][cH:42]1>>[CH3:1][c:2]1[n:3][c:4]([NH:9][CH2:10][CH:11]2[CH2:12][O:13][C:22]3([O:14]2)[CH2:21][CH2:20][CH:19]([C:15]([CH3:16])([CH3:17])[CH3:18])[CH2:24][CH2:23]3)[n:5][c:6]([CH3:8])[cH:7]1. Starting materials: CC(C)(C)C1CCC(=O)CC1, Cc1cc(C)nc(NCC(O)CO)n1, Cc1ccc(S(=O)(=O)O)cc1, c1ccccc1. Product: Cc1cc(C)nc(NCC2COC3(CCC(C(C)(C)C)CC3)O2)n1. The reactants are COCC#Cc1ccc(Br)cn1, O=C([O-])[O-], CC1(C)OB(c2cnc3[nH]ccc3c2)OC1(C)C, CCOC(C)=O, [K+], [K+], C1CCOC1, O, c1ccc(P(c2ccccc2)(c2ccccc2)[Pd](P(c2ccccc2)(c2ccccc2)c2ccccc2)(P(c2ccccc2)(c2ccccc2)c2ccccc2)P(c2ccccc2)(c2ccccc2)c2ccccc2)cc1. Yields the product COCC#Cc1ccc(-c2cnc3[nH]ccc3c2)cn1. RXN SMILES: [Br:19][c:20]1[cH:21][cH:22][c:23]([C:26]#[C:27][CH2:28][O:29][CH3:30])[n:24][cH:25]1.[C:38](=[O:39])([O-:40])[O-:41].[CH3:1][C:2]1([CH3:3])[C:4]([CH3:5])([CH3:6])[O:7][B:8]([c:9]2[cH:10][c:11]3[c:12]([n:13][cH:14]2)[nH:15][cH:16][cH:17]3)[O:18]1.[CH3:32][CH2:33][O:34][C:35](=[O:36])[CH3:37].[K+:42].[K+:43].[O:44]1[CH2:45][CH2:46][CH2:47][CH2:48]1.[OH2:31].[cH:49]1[cH:50][cH:51][c:52]([P:53]([Pd:54]([P:55]([c:56]2[cH:57][cH:58][cH:59][cH:60][cH:61]2)([c:62]2[cH:63][cH:64][cH:65][cH:66][cH:67]2)[c:68]2[cH:69][cH:70][cH:71][cH:72][cH:73]2)([P:74]([c:75]2[cH:76][cH:77][cH:78][cH:79][cH:80]2)([c:81]2[cH:82][cH:83][cH:84][cH:85][cH:86]2)[c:87]2[cH:88][cH:89][cH:90][cH:91][cH:92]2)[P:93]([c:94]2[cH:95][cH:96][cH:97][cH:98][cH:99]2)([c:100]2[cH:101][cH:102][cH:103][cH:104][cH:105]2)[c:106]2[cH:107][cH:108][cH:109][cH:110][cH:111]2)([c:112]2[cH:113][cH:114][cH:115][cH:116][cH:117]2)[c:118]2[cH:119][cH:120][cH:121][cH:122][cH:123]2)[cH:124][cH:125]1>>[c:9]1(-[c:20]2[cH:21][cH:22][c:23]([C:26]#[C:27][CH2:28][O:29][CH3:30])[n:24][cH:25]2)[cH:10][c:11]2[c:12]([n:13][cH:14]1)[nH:15][cH:16][cH:17]2.